Dataset: the Open Reaction Database (ORD), a public repository of structured organic reaction records. Task: describe an organic reaction: reactants, conditions, products, and yield Reactants: O=C1CCC(=O)N1Br, Cc1ccc(-c2cnco2)c(Br)c1, ClC(Cl)(Cl)Cl, CC(C)(C#N)N=NC(C)(C)C#N. The product is O=Cc1ccc(-c2cnco2)c(Br)c1. Reaction SMILES: [Br:1][N:2]1[C:3](=[O:5])[CH2:6][CH2:7][C:8]1=[O:4].[Br:21][c:22]1[c:23](-[c:29]2[cH:30][n:31][cH:32][o:33]2)[cH:24][cH:25][c:26]([CH3:28])[cH:27]1.[C:34]([Cl:35])([Cl:36])([Cl:37])[Cl:38].[N:9]([C:10]([CH3:11])([CH3:12])[C:13]#[N:14])=[N:15][C:16]([CH3:17])([CH3:18])[C:19]#[N:20]>>[O:4]=[CH:28][c:26]1[cH:25][cH:24][c:23](-[c:29]2[cH:30][n:31][cH:32][o:33]2)[c:22]([Br:21])[cH:27]1. Reactants: Nc1cccc(Br)c1, CCOCCO, N#Cc1cnc2c(oc3ccccc32)c1Cl. The product is N#Cc1cnc2c(oc3ccccc32)c1Nc1cccc(Br)c1. Reaction SMILES: [Br:17][c:18]1[cH:19][c:20]([NH2:21])[cH:22][cH:23][cH:24]1.[CH3:25][CH2:26][O:27][CH2:28][CH2:29][OH:30].[Cl:1][c:2]1[c:3]2[c:4]([n:5][cH:6][c:7]1[C:8]#[N:9])[c:10]1[c:11]([o:12]2)[cH:13][cH:14][cH:15][cH:16]1>>[c:2]1([NH:21][c:20]2[cH:19][c:18]([Br:17])[cH:24][cH:23][cH:22]2)[c:3]2[c:4]([n:5][cH:6][c:7]1[C:8]#[N:9])[c:10]1[c:11]([o:12]2)[cH:13][cH:14][cH:15][cH:16]1. The reactants are BrC=1C(=CC(=C(C(=O)NC=2C=NC=CC2)C1)OCC1=C(C=C(C=C1)F)F)CN1CCOCC1 (5-bromo-2-{[(2,4-difluorophenyl)methyl]oxy}-4-(4-morpholinylmethyl)-N-3-pyridinylbenzamide), CN1N=CC(=C1)B1OC(C(O1)(C)C)(C)C (1-methyl-4-(4,4,5,5-tetramethyl-1,3,2-dioxaborolan-2-yl)-1H-pyrazole), C([O-])([O-])=O.[Na+].[Na+] (sodium carbonate). The reagents and catalysts are C=1C=CC(=CC1)[P](C=2C=CC=CC2)(C=3C=CC=CC3)[Pd]([P](C=4C=CC=CC4)(C=5C=CC=CC5)C=6C=CC=CC6)([P](C=7C=CC=CC7)(C=8C=CC=CC8)C=9C=CC=CC9)[P](C=1C=CC=CC1)(C=1C=CC=CC1)C=1C=CC=CC1 (Pd(Ph3P)4). Solvent: COCCOC (1,2-dimethoxyethane). Run at temperature 120 celsius. Product: FC1=C(C=CC(=C1)F)COC1=C(C(=O)NC=2C=NC=CC2)C=C(C(=C1)CN1CCOCC1)C=1C=NN(C1)C (2-{[(2,4-Difluorophenyl)methyl]oxy}-5-(1-methyl-1H-pyrazol-4-yl)-4-(4-morpholinylmethyl)-N-3-pyridinylbenzamide). Reaction SMILES: Br[C:2]1[C:3]([CH2:27][N:28]2[CH2:33][CH2:32][O:31][CH2:30][CH2:29]2)=[CH:4][C:5]([O:17][CH2:18][C:19]2[CH:24]=[CH:23][C:22]([F:25])=[CH:21][C:20]=2[F:26])=[C:6]([CH:16]=1)[C:7]([NH:9][C:10]1[CH:11]=[N:12][CH:13]=[CH:14][CH:15]=1)=[O:8].[CH3:34][N:35]1[CH:39]=[C:38](B2OC(C)(C)C(C)(C)O2)[CH:37]=[N:36]1.C(=O)([O-])[O-].[Na+].[Na+]>COCCOC.C1C=CC([P]([Pd]([P](C2C=CC=CC=2)(C2C=CC=CC=2)C2C=CC=CC=2)([P](C2C=CC=CC=2)(C2C=CC=CC=2)C2C=CC=CC=2)[P](C2C=CC=CC=2)(C2C=CC=CC=2)C2C=CC=CC=2)(C2C=CC=CC=2)C2C=CC=CC=2)=CC=1>[F:26][C:20]1[CH:21]=[C:22]([F:25])[CH:23]=[CH:24][C:19]=1[CH2:18][O:17][C:5]1[CH:4]=[C:3]([CH2:27][N:28]2[CH2:33][CH2:32][O:31][CH2:30][CH2:29]2)[C:2]([C:38]2[CH:37]=[N:36][N:35]([CH3:34])[CH:39]=2)=[CH:16][C:6]=1[C:7]([NH:9][C:10]1[CH:11]=[N:12][CH:13]=[CH:14][CH:15]=1)=[O:8] |f:2.3.4,^1:64,66,85,104|. Procedure: To a solution of 5-bromo-2-{[(2,4-difluorophenyl)methyl]oxy}-4-(4-morpholinylmethyl)-N-3-pyridinylbenzamide (may be prepared as described in Example 9; 162 mg, 0.31 mmol) in 1,2-dimethoxyethane (5 ml) was added 1-methyl-4-(4,4,5,5-tetramethyl-1,3,2-dioxaborolan-2-yl)-1H-pyrazole (78 mg, 0.38 mmol), Pd(Ph3P)4 (21.67 mg, 0.02 mmol) and sodium carbonate (0.63 ml, 0.63 mmol). The mixture was heated at 120° C. in the microwave for 35 minutes, cooled and the solvent removed in vacuo. Purification by M... Reactants: BrC1=C(C(=CC=C1)C)C (bromo-o-xylene), NC1=NC=CC=C1O (2-amino-3-hydroxypyridine). The reagents and catalysts are CCCCCCCC[N+](C)(CCCCCCCC)CCCCCCCC.[Cl-] (Adogen 464). The solvent is [OH-].[Na+] (sodium hydroxide), ClCCl (dichloromethane). Reaction conditions: time 16 hour. Yields the product NC1=NC=CC=C1OCC1=C(C=CC=C1)C (2-Amino-3-(2-methylbenzyloxy)pyridine). RXN SMILES: Br[C:2]1[CH:7]=[CH:6][CH:5]=[C:4]([CH3:8])[C:3]=1[CH3:9].[NH2:10][C:11]1[C:16]([OH:17])=[CH:15][CH:14]=[CH:13][N:12]=1>[OH-].[Na+].ClCCl.CCCCCCCC[N+](CCCCCCCC)(CCCCCCCC)C.[Cl-]>[NH2:10][C:11]1[C:16]([O:17][CH2:8][C:4]2[CH:5]=[CH:6][CH:7]=[CH:2][C:3]=2[CH3:9])=[CH:15][CH:14]=[CH:13][N:12]=1 |f:2.3,5.6|. Procedure: A mixture of a -bromo-o-xylene (89.6 g, 0.48 mol) and 2-amino-3-hydroxypyridine (48 g, 0.436 mol) in 40% aqueous sodium hydroxide solution (250 ml) and dichloromethane (250 ml) was treated with Adogen 464 (5 ml) and stirred vigorously at room temperature for 16 hours. The aqueous layer was extracted with dichloromethane and the combined organic layers washed with water, dried and evaporated. Chromatography (silica gel, chloroform) gave the product as an oil which later solidified (45.4 g, 49%), ... The reactants are CC(CNC(=O)C1CCN(CC1)C1CCN(CCC1)C(=O)OC(C)(C)C)C (tert-Butyl 4-(4-((2-methylpropyl)carbamoyl)piperidin-1-yl)azepane-1-carboxylate), C(=O)(C(F)(F)F)O (TFA). Solvent: C(Cl)Cl (DCM). Reaction conditions: time 2 hour. The product is OC(=O)C(F)(F)F.N1CCC(CCC1)N1CCC(CC1)C(=O)NCC(C)C (1-(azepan-4-yl)-N-(2-methylpropyl)piperidine-4-carboxamide TFA salt). RXN SMILES: [CH3:1][CH:2]([CH3:27])[CH2:3][NH:4][C:5]([CH:7]1[CH2:12][CH2:11][N:10]([CH:13]2[CH2:19][CH2:18][CH2:17][N:16](C(OC(C)(C)C)=O)[CH2:15][CH2:14]2)[CH2:9][CH2:8]1)=[O:6].[C:28]([OH:34])([C:30]([F:33])([F:32])[F:31])=[O:29]>C(Cl)Cl>[OH:34][C:28]([C:30]([F:33])([F:32])[F:31])=[O:29].[NH:16]1[CH2:17][CH2:18][CH2:19][CH:13]([N:10]2[CH2:11][CH2:12][CH:7]([C:5]([NH:4][CH2:3][CH:2]([CH3:27])[CH3:1])=[O:6])[CH2:8][CH2:9]2)[CH2:14][CH2:15]1 |f:3.4|. Reported procedure: tert-Butyl 4-(4-((2-methylpropyl)carbamoyl)piperidin-1-yl)azepane-1-carboxylate (1.95 g, 5.1 mmol) was dissolved in DCM (16 mL) and TFA (4 mL) was added. The reaction mixture was stirred at rt for 2 h under nitrogen, then the solvents were removed in vacuo, to give 1-(azepan-4-yl)-N-(2-methylpropyl)piperidine-4-carboxamide TFA salt (2.02 g), Intermediate 5, as a dark yellow oil which was used directly without further purification. The reactants are O=C([O-])[O-], COc1cccc(CCl)c1, CCOC(C)=O, [K+], [K+], CN(C)C=O, COC(=O)C1=Cc2cc(O)ccc2S(=O)(=O)CC1. Yields the product COC(=O)C1=Cc2cc(OCc3cccc(OC)c3)ccc2S(=O)(=O)CC1. Reaction SMILES: [C:29](=[O:30])([O-:31])[O-:32].[CH3:19][O:20][c:21]1[cH:22][c:23]([CH2:24][Cl:25])[cH:26][cH:27][cH:28]1.[CH3:40][CH2:41][O:42][C:43](=[O:44])[CH3:45].[K+:33].[K+:34].[O:35]=[CH:36][N:37]([CH3:38])[CH3:39].[OH:1][c:2]1[cH:3][cH:4][c:5]2[c:6]([cH:18]1)[CH:7]=[C:8]([C:14](=[O:15])[O:16][CH3:17])[CH2:9][CH2:10][S:11]2(=[O:12])=[O:13]>>[O:1]([c:2]1[cH:3][cH:4][c:5]2[c:6]([cH:18]1)[CH:7]=[C:8]([C:14](=[O:15])[O:16][CH3:17])[CH2:9][CH2:10][S:11]2(=[O:12])=[O:13])[CH2:24][c:23]1[cH:22][c:21]([O:20][CH3:19])[cH:28][cH:27][cH:26]1. Reactants: C(C)(C)(C)OC(=O)N1CCC(CC1)OC1=C2C(NC=NC2=CC=C1)=O (5-(1-tert-butoxycarbonylpiperidin-4-yloxy)-3,4-dihydroquinazolin-4-one), C1(=CC=CC=C1)P(C1=CC=CC=C1)C1=CC=CC=C1 (triphenylphosphine), C(Cl)(Cl)(Cl)Cl (carbon tetrachloride). Yields the product C(C)(C)(C)OC(=O)N1CCC(CC1)OC1=C2C(=NC=NC2=CC=C1)Cl (5-(1-tert-butoxycarbonylpiperidin-4-yloxy)-4-chloroquinazoline). As a reaction SMILES: [C:1]([O:5][C:6]([N:8]1[CH2:13][CH2:12][CH:11]([O:14][C:15]2[CH:24]=[CH:23][CH:22]=[C:21]3[C:16]=2[C:17](=O)[NH:18][CH:19]=[N:20]3)[CH2:10][CH2:9]1)=[O:7])([CH3:4])([CH3:3])[CH3:2].C1(P(C2C=CC=CC=2)C2C=CC=CC=2)C=CC=CC=1.C(Cl)(Cl)(Cl)[Cl:46]>>[C:1]([O:5][C:6]([N:8]1[CH2:13][CH2:12][CH:11]([O:14][C:15]2[CH:24]=[CH:23][CH:22]=[C:21]3[C:16]=2[C:17]([Cl:46])=[N:18][CH:19]=[N:20]3)[CH2:10][CH2:9]1)=[O:7])([CH3:4])([CH3:3])[CH3:2]. Reported procedure: 5-(1-tert-butoxycarbonylpiperidin-4-yloxy)-3,4-dihydroquinazolin-4-one (0.31 g) was reacted with triphenylphosphine and carbon tetrachloride to give 5-(1-tert-butoxycarbonylpiperidin-4-yloxy)-4-chloroquinazoline (0.156 g); NMR Spectrum: (CDCl3) 1.5 (s, 9H), 1.9-2.1 (m, 4H), 3.5-3.8 (m, 4H), 4.8 (m, 1H), 7.05 (d, 1H), 7.65 (d, 1H), 7.82 (m, 1H), 8.95 (s, 1H); Mass Spectrum: M+H+ 364 and 366; and